From a dataset of the Open Reaction Database (ORD), a public repository of structured organic reaction records. describe an organic reaction: reactants, conditions, products, and yield Starting materials: C(C1=CC=CC=C1)(=O)NC(=S)N(C=1N=CNC1C(=O)N)CC1=C(N=C(N1)CCCC)Cl (4-{[(Benzoylamino)carbonothioyl][(2-butyl-4-chloro-1H-imidazol-5-yl)methyl]amino}-1H-imidazole-5-carboxamide). Solvent: N (ammonia). Conditions: temperature 80 celsius. Product: C(CCC)C=1NC(=C(N1)Cl)CN1C(NC(C=2NC=NC12)=O)=S (3-[(2-butyl-4-chloro-1H-imidazol-5-yl)methyl]-2-thioxo-1,2,3,7-tetrahydro-6H-purin-6-one). Isolated yield 13.6%. As a reaction SMILES: C(N[C:10]([N:12]([CH2:21][C:22]1[NH:26][C:25]([CH2:27][CH2:28][CH2:29][CH3:30])=[N:24][C:23]=1[Cl:31])[C:13]1[N:14]=[CH:15][NH:16][C:17]=1[C:18]([NH2:20])=[O:19])=[S:11])(=O)C1C=CC=CC=1>N>[CH2:27]([C:25]1[NH:26][C:22]([CH2:21][N:12]2[C:13]3[N:14]=[CH:15][NH:16][C:17]=3[C:18](=[O:19])[NH:20][C:10]2=[S:11])=[C:23]([Cl:31])[N:24]=1)[CH2:28][CH2:29][CH3:30]. Procedure: 4-{[(Benzoylamino)carbonothioyl][(2-butyl-4-chloro-1H-imidazol-5-yl)methyl]amino}-1H-imidazole-5-carboxamide (0.17 g, 0.37 mmol, obtained from Example 7(b)) was dissolved in ammonia (7 N in methanol, 3 mL) and the mixture was heated at 80° C. for 1 h. The mixture was concentrated and purified by preparative HPLC, obtaining the title compound (0.017 g, 14%) as a solid. Starting materials: Nc1ncc(Br)nc1NCC1CCOCC1, O=C([O-])[O-], COCCOC, CCOC(C)=O, OB(O)c1cc(F)ncc1Cl, [Na+], [Na+]. Product: Nc1ncc(-c2cc(F)ncc2Cl)nc1NCC1CCOCC1. As a reaction SMILES: [Br:1][c:2]1[cH:3][n:4][c:5]([NH2:16])[c:6]([NH:8][CH2:9][CH:10]2[CH2:11][CH2:12][O:13][CH2:14][CH2:15]2)[n:7]1.[C:17](=[O:18])([O-:19])[O-:20].[CH3:34][O:35][CH2:36][CH2:37][O:38][CH3:39].[CH3:40][CH2:41][O:42][C:43]([CH3:44])=[O:45].[Cl:23][c:24]1[c:25]([B:31]([OH:32])[OH:33])[cH:26][c:27]([F:30])[n:28][cH:29]1.[Na+:21].[Na+:22]>>[c:2]1(-[c:25]2[c:24]([Cl:23])[cH:29][n:28][c:27]([F:30])[cH:26]2)[cH:3][n:4][c:5]([NH2:16])[c:6]([NH:8][CH2:9][CH:10]2[CH2:11][CH2:12][O:13][CH2:14][CH2:15]2)[n:7]1.